This data is from the Open Reaction Database (ORD), a public repository of structured organic reaction records. The task is: describe an organic reaction: reactants, conditions, products, and yield Reactants: C(C(=O)Cl)(=O)Cl (Oxalyl chloride), C(#N)C=1C=C(C(=O)O)C=CC1N1C(CCCC1)C (3-cyano-4-(2-methylpiperidin-1-yl)benzoic acid), FC=1C=CC(=C(C1)C(N)=NO)OC (5-fluoro-N′-hydroxy-2-methoxybenzenecarboximidamide), CCN(C(C)C)C(C)C (DIEA). The product is FC=1C=CC(=C(C1)C1=NOC(=N1)C=1C=CC(=C(C#N)C1)N1C(CCCC1)C)OC (5-[3-(5-fluoro-2-methoxyphenyl)-1,2,4-oxadiazol-5-yl]-2-(2-methylpiperidin-1-yl)benzonitrile). As a reaction SMILES: C(Cl)(=O)C(Cl)=O.[C:7]([C:9]1[CH:10]=[C:11]([CH:15]=[CH:16][C:17]=1[N:18]1[CH2:23][CH2:22][CH2:21][CH2:20][CH:19]1[CH3:24])[C:12]([OH:14])=O)#[N:8].[F:25][C:26]1[CH:27]=[CH:28][C:29]([O:36][CH3:37])=[C:30]([C:32](=[N:34]O)[NH2:33])[CH:31]=1.CCN(C(C)C)C(C)C>>[F:25][C:26]1[CH:27]=[CH:28][C:29]([O:36][CH3:37])=[C:30]([C:32]2[N:33]=[C:12]([C:11]3[CH:15]=[CH:16][C:17]([N:18]4[CH2:23][CH2:22][CH2:21][CH2:20][CH:19]4[CH3:24])=[C:9]([CH:10]=3)[C:7]#[N:8])[O:14][N:34]=2)[CH:31]=1. Reported procedure: Oxalyl chloride (190 mg; 1.5 mmol; 3 eq.), Intermediate 36 (122 mg; 0.5 mmol; 1 eq.), Intermediate 23 (92 mg; 0.5 mmol, 1 eq.) and DIEA (194 mg; 1.5 mmol; 3 eq.) were reacted according to general procedure 2. Purification by column chromatography c-hexane/ethyl acetate, 70/30) afforded the title compound as a white solid.